Dataset: the Open Reaction Database (ORD), a public repository of structured organic reaction records. Task: describe an organic reaction: reactants, conditions, products, and yield Reactants: S1C=C(C=C1)CO (3-thiophenemethanol), FC(C(=O)O)(F)F.NCC1=C(COC2=C(C(N(C(=C2)C)C2=C(C=CC=C2F)F)=O)Cl)C=CC(=C1)F (4-{[2-(aminomethyl)-4-fluorobenzyl]oxy}-3-chloro-1-(2,6-difluorophenyl)-6-methylpyridin-2(1H)-one trifluoroacetate), 1,1-carbonyldiimidazole, CN1CCOCC1 (4-methylmorpholine), [H-].[Na+] (NaH). The solvent is C(C)(=O)O (acetic acid), CC(=O)N(C)C (DMA). Reaction conditions: temperature 60 celsius, time 1 hour. Yields the product ClC=1C(N(C(=CC1OCC1=C(CNC(OCC2=CSC=C2)=O)C=C(C=C1)F)C)C1=C(C=CC=C1F)F)=O (thien-3-ylmethyl 2-({[3-chloro-1-(2,6-difluorophenyl)-6-methyl-2-oxo-1,2-dihydropyridin-4-yl]oxy}methyl)-5-fluorobenzylcarbamate). RXN SMILES: FC(F)(F)[C:3]([OH:5])=[O:4].[NH2:8][CH2:9][C:10]1[CH:34]=[C:33]([F:35])[CH:32]=[CH:31][C:11]=1[CH2:12][O:13][C:14]1[CH:19]=[C:18]([CH3:20])[N:17]([C:21]2[C:26]([F:27])=[CH:25][CH:24]=[CH:23][C:22]=2[F:28])[C:16](=[O:29])[C:15]=1[Cl:30].CN1CCOCC1.[S:43]1[CH:47]=[CH:46][C:45]([CH2:48]O)=[CH:44]1.[H-].[Na+]>CC(N(C)C)=O.C(O)(=O)C>[Cl:30][C:15]1[C:16](=[O:29])[N:17]([C:21]2[C:22]([F:28])=[CH:23][CH:24]=[CH:25][C:26]=2[F:27])[C:18]([CH3:20])=[CH:19][C:14]=1[O:13][CH2:12][C:11]1[CH:31]=[CH:32][C:33]([F:35])=[CH:34][C:10]=1[CH2:9][NH:8][C:3](=[O:4])[O:5][CH2:48][C:45]1[CH:46]=[CH:47][S:43][CH:44]=1 |f:0.1,4.5|. Procedure details: To a cooled (0° C.) solution of 4-{[2-(aminomethyl)-4-fluorobenzyl]oxy}-3-chloro-1-(2,6-difluorophenyl)-6-methylpyridin-2(1H)-one trifluoroacetate (0.26 g, 0.50 mmol) and 1,1-carbonyldiimidazole (0.10 g, 0.60 mmol) in DMA (2.0 mL) was added 4-methylmorpholine (0.06 mL, 0.55 mmol). After 1 h at RT, 3-thiophenemethanol (0.09 mL, 0.99 mmol) was added. No product was observed after 2 h at RT. NaH (0.01 g, 0.50 mmol) was added and the reaction stirred at 60° C. Reaction was complete after 20 min. The... Reactants: CC(=O)O, CO, CC=O, Cl, NCCc1c[nH]c2ccc(O)cc12. Yields the product Oc1ccc2[nH]c3c(c2c1)CCNC3. Reaction SMILES: [CH3:1][C:2](=[O:3])[OH:4].[CH3:22][OH:23].[CH:19](=[O:20])[CH3:21].[ClH:5].[NH2:6][CH2:7][CH2:8][c:9]1[cH:10][nH:11][c:12]2[cH:13][cH:14][c:15]([OH:18])[cH:16][c:17]12>>[CH2:1]1[NH:6][CH2:7][CH2:8][c:9]2[c:10]1[nH:11][c:12]1[cH:13][cH:14][c:15]([OH:18])[cH:16][c:17]21. Reactants: N#N.C(C)(C)(C)OC(CN(CCCC)C([C@@H](NS(=O)(=O)C1=CC2=CC(=C(C=C2C=C1)C)C)CCCNC(N)=N)=O)=O (N2 (6,7-dimethyl-2-naphthylsulfonyl)-L-arginyl-N-butylglycine tert-butyl ester), C(C)(C)(C)OC(CNCCCC)=O (N-butylglycine tert-butyl ester), N#N.COC=1C=C2C=CC(=CC2=CC1OC)S(=O)(=O)N[C@@H](CCCNC(N)=N)C(=O)Cl (N2 (6,7-dimethoxy-2-naphthylsulfonyl)-L-arginyl chloride). Solvent: C(Cl)(Cl)Cl (chloroform). Reaction conditions: time 1 hour. Yields the product N#N.C(C)(C)(C)OC(CN(CCCC)C([C@@H](NS(=O)(=O)C1=CC2=CC(=C(C=C2C=C1)OC)OC)CCCNC(N)=N)=O)=O (N2 (6,7-dimethoxy-2-naphthylsulfonyl)-L-arginyl-N-butylglycine tert-butyl ester). Yield: 82.0%. RXN SMILES: [N:1]#[N:2].C(OC(=O)CN(C(=O)[C@H](CCCNC(=N)N)NS(C1C=CC2C(=CC(C)=C(C)C=2)C=1)(=O)=O)CCCC)(C)(C)C.[C:42]([O:46][C:47](=[O:54])[CH2:48][NH:49][CH2:50][CH2:51][CH2:52][CH3:53])([CH3:45])([CH3:44])[CH3:43].N#N.[CH3:57][O:58][C:59]1[CH:60]=[C:61]2[C:66](=[CH:67][C:68]=1[O:69][CH3:70])[CH:65]=[C:64]([S:71]([NH:74][C@H:75]([C:83](Cl)=[O:84])[CH2:76][CH2:77][CH2:78][NH:79][C:80](=[NH:82])[NH2:81])(=[O:73])=[O:72])[CH:63]=[CH:62]2>C(Cl)(Cl)Cl>[N:1]#[N:2].[C:42]([O:46][C:47](=[O:54])[CH2:48][N:49]([C:83](=[O:84])[C@H:75]([CH2:76][CH2:77][CH2:78][NH:79][C:80](=[NH:81])[NH2:82])[NH:74][S:71]([C:64]1[CH:63]=[CH:62][C:61]2[C:66](=[CH:67][C:68]([O:69][CH3:70])=[C:59]([O:58][CH3:57])[CH:60]=2)[CH:65]=1)(=[O:73])=[O:72])[CH2:50][CH2:51][CH2:52][CH3:53])([CH3:45])([CH3:44])[CH3:43] |f:0.1,3.4,6.7|. Procedure: N2 -(6,7-dimethyl-2-naphthylsulfonyl)-L-arginyl-N-butylglycine tert-butyl ester: To a stirred solution of 2.64 g of N-butylglycine tert-butyl ester in 20 ml of chloroform was carefully added N2 -(6,7-dimethoxy-2-naphthylsulfonyl)-L-arginyl chloride obtained above. The reaction mixture was allowed to stand at room temperature for one hour. At the end of this period, the reaction mixture was washed twice with 20 ml of saturated sodium chloride solution and evaporated to dryness. The residue was tr... The reactants are N (ammonia), N1(CCOCC1)C1=CC=C(C=C1)NC(=O)C1COC2=C(C1)C(=CC=C2OC)N (N-[4-(4-morpholinyl)phenyl]-5-amino-8-methoxy-3,4-dihydro-2H-1-benzopyran-3-carboxamide), Cl.ClCCN(C)CCCl (bis (2-chloroethyl)-methylamine hydrochloride), C(O)([O-])=O.[Na+] (sodium hydrogen carbonate). Run in C(CCC)O (n-butanol). Yields the product N1(CCOCC1)C1=CC=C(C=C1)NC(=O)C1COC2=C(C1)C(=CC=C2OC)N2CCN(CC2)C (N-[4-(4-Morpholinyl)phenyl]-8-methoxy-5-(4-methyl-piperazin-1-yl)-3,4-dihydro-2H-1-benzopyran-3-carboxamide). Yield: 52.1%. Reaction SMILES: [N:1]1([C:7]2[CH:12]=[CH:11][C:10]([NH:13][C:14]([CH:16]3[CH2:21][C:20]4[C:22]([NH2:28])=[CH:23][CH:24]=[C:25]([O:26][CH3:27])[C:19]=4[O:18][CH2:17]3)=[O:15])=[CH:9][CH:8]=2)[CH2:6][CH2:5][O:4][CH2:3][CH2:2]1.Cl.Cl[CH2:31][CH2:32][N:33]([CH2:35][CH2:36]Cl)[CH3:34].C(=O)([O-])O.[Na+].N>C(O)CCC>[N:1]1([C:7]2[CH:12]=[CH:11][C:10]([NH:13][C:14]([CH:16]3[CH2:21][C:20]4[C:22]([N:28]5[CH2:36][CH2:35][N:33]([CH3:34])[CH2:32][CH2:31]5)=[CH:23][CH:24]=[C:25]([O:26][CH3:27])[C:19]=4[O:18][CH2:17]3)=[O:15])=[CH:9][CH:8]=2)[CH2:6][CH2:5][O:4][CH2:3][CH2:2]1 |f:1.2,3.4|. Procedure: A solution of N-[4-(4-morpholinyl)phenyl]-5-amino-8-methoxy-3,4-dihydro-2H-1-benzopyran-3-carboxamide (270 mg, 0.7 mmol), bis (2-chloroethyl)-methylamine hydrochloride (288 mg, 1.5 mmol) and sodium hydrogen carbonate (126 mg, 1.5 mmol) in n-butanol (10 mL) was stirred at 90° C. for 2.5 h. 2 M ammonia (10 mL) was added at 50° C., the mixture was cooled and the phases were separated. The organic phase evaporated in vacuo and the residue was purified by column chromatography on silica gel using eth... The reactants are C(C)(=O)NC1=CC2=C(OC3=C(O2)C=CC=C3NC(C)=O)C=C1 (N,N′-diacetyl-2,6-diaminodibenzodioxin), IC1=CC=CC=C1 (iodobenzene), C([O-])([O-])=O.[K+].[K+] (potassium carbonate), N1=CC=CC2=CC=CC=C12 (quinoline). The reagents and catalysts are [Cu]I (copper (I) iodide). Run in O (water), C(Cl)Cl (methylene chloride). Run at temperature 170 celsius, time 48 hour. Yields the product C(C)(=O)N(C1=CC2=C(OC3=C(O2)C=CC=C3N(C3=CC=CC=C3)C(C)=O)C=C1)C1=CC=CC=C1 (N,N′-diacetyl-N,N′-diphenyl-2,6-diaminodibenzodioxin). As a reaction SMILES: [C:1]([NH:4][C:5]1[CH:22]=[CH:21][C:8]2[O:9][C:10]3[C:16]([NH:17][C:18](=[O:20])[CH3:19])=[CH:15][CH:14]=[CH:13][C:11]=3[O:12][C:7]=2[CH:6]=1)(=[O:3])[CH3:2].I[C:24]1[CH:29]=[CH:28][CH:27]=[CH:26][CH:25]=1.C(=O)([O-])[O-].[K+].[K+].N1[C:45]2[C:40](=[CH:41][CH:42]=[CH:43][CH:44]=2)C=CC=1>[Cu]I.O.C(Cl)Cl>[C:1]([N:4]([C:40]1[CH:45]=[CH:44][CH:43]=[CH:42][CH:41]=1)[C:5]1[CH:22]=[CH:21][C:8]2[O:9][C:10]3[C:16]([N:17]([C:18](=[O:20])[CH3:19])[C:24]4[CH:29]=[CH:28][CH:27]=[CH:26][CH:25]=4)=[CH:15][CH:14]=[CH:13][C:11]=3[O:12][C:7]=2[CH:6]=1)(=[O:3])[CH3:2] |f:2.3.4|. Reported procedure: A slurry prepared from 34.3 g (0.115 mole) of N,N′-diacetyl-2,6-diaminodibenzodioxin, 96.4 g (0.576 mole) of iodobenzene, 48.2 g (0.253 mole) of copper (I) iodide, 63.6 g (0.460 mole) of potassium carbonate, and 1500 ml of quinoline was heated with stirring at 170° C. for 48 hours. The slurry was cooled to room temperature, 500 ml of methylene chloride and 500 ml of water were added, and a precipitate was filtered off. To the filtrate was added 500 ml of water and the organic layer was separated... Yields the product OC(c1ccc(F)cc1)c1ccsc1. Reactants: Fc1ccc(Br)cc1, Cl, [Mg], C1CCOC1, O=Cc1ccsc1. As a reaction SMILES: [Br:1][c:2]1[cH:3][cH:4][c:5]([F:8])[cH:6][cH:7]1.[ClH:17].[Mg:9].[O:18]1[CH2:19][CH2:20][CH2:21][CH2:22]1.[s:10]1[cH:11][c:12]([CH:15]=[O:16])[cH:13][cH:14]1>>[c:2]1([CH:15]([c:12]2[cH:11][s:10][cH:14][cH:13]2)[OH:16])[cH:3][cH:4][c:5]([F:8])[cH:6][cH:7]1. Starting materials: Intermediate 6, COC(C[C@@H]1COC2=C1C=CC(=C2)O[C@@H]2CCC1=C(C=CC(=C21)F)O)=O ({(S)-6-[(R)-7-fluoro-4-hydroxy-indan-1-yloxy]-2,3-dihydro-benzofuran-3-yl}-acetic acid methyl ester), FC=1C=C(C=CC1CO)B(O)O (3-fluoro-4-hydroxymethyl-phenylboronic acid). Yields the product FC=1C=CC(=C2CC[C@H](C12)OC1=CC2=C([C@@H](CO2)CC(=O)O)C=C1)OC1=CC(=C(C=C1)CO)F ({(S)-6-[(R)-7-Fluoro-4-(3-fluoro-4-hydroxymethyl-phenoxy)-indan-1-yloxy]-2,3-dihydro-benzofuran-3-yl}-acetic acid), methyl ester. RXN SMILES: C[O:2][C:3](=[O:26])[CH2:4][C@H:5]1[C:9]2[CH:10]=[CH:11][C:12]([O:14][C@H:15]3[C:23]4[C:18](=[C:19]([OH:25])[CH:20]=[CH:21][C:22]=4[F:24])[CH2:17][CH2:16]3)=[CH:13][C:8]=2[O:7][CH2:6]1.[F:27][C:28]1[CH:29]=[C:30](B(O)O)[CH:31]=[CH:32][C:33]=1[CH2:34][OH:35]>>[F:24][C:22]1[CH:21]=[CH:20][C:19]([O:25][C:30]2[CH:31]=[CH:32][C:33]([CH2:34][OH:35])=[C:28]([F:27])[CH:29]=2)=[C:18]2[C:23]=1[C@H:15]([O:14][C:12]1[CH:11]=[CH:10][C:9]3[C@H:5]([CH2:4][C:3]([OH:2])=[O:26])[CH2:6][O:7][C:8]=3[CH:13]=1)[CH2:16][CH2:17]2. Procedure: The methyl ester of the title compound is prepared from {(S)-6-[(R)-7-fluoro-4-hydroxy-indan-1-yloxy]-2,3-dihydro-benzofuran-3-yl}-acetic acid methyl ester and 3-fluoro-4-hydroxymethyl-phenylboronic acid following a procedure analogous to that described for Intermediate 6. The title compound is obtained after saponification of the methyl ester as described for Example 1. LC (method 6): tR=1.02 min; Mass spectrum (ESI−): m/z=467 [M−H]−.